Dataset: the Open Reaction Database (ORD), a public repository of structured organic reaction records. Task: describe an organic reaction: reactants, conditions, products, and yield Reactants: C(C=1C(=CC=CC1)OC)(=O)Cl (o-Anisoyl chloride), N1=CC=CC=C1 (pyridine), NC1=CC=C(COC=2C=C3CCC(CC3=CC2)CN(C)C)C=C1 (6-[(4-aminobenzyl)oxy]-2-[(N,N-dimethylamino)methyl]tetralin), C([O-])([O-])=O.[K+].[K+] (potassium carbonate). Run in C(C)(=O)OCC (ethyl acetate). Reaction conditions: time 30 minute. The product is CN(C)CC1CC2=CC=C(C=C2CC1)OCC1=CC=C(C=C1)NC(C1=C(C=CC=C1)OC)=O (2-[(N,N-Dimethylamino)methyl]-6-[4-[(2-methoxybenzoyl]amino]benzyloxy]tetralin). Reaction SMILES: [C:1](Cl)(=[O:10])[C:2]1[C:3]([O:8][CH3:9])=[CH:4][CH:5]=[CH:6][CH:7]=1.N1C=CC=CC=1.[NH2:18][C:19]1[CH:40]=[CH:39][C:22]([CH2:23][O:24][C:25]2[CH:26]=[C:27]3[C:32](=[CH:33][CH:34]=2)[CH2:31][CH:30]([CH2:35][N:36]([CH3:38])[CH3:37])[CH2:29][CH2:28]3)=[CH:21][CH:20]=1.C(=O)([O-])[O-].[K+].[K+]>C(OCC)(=O)C>[CH3:38][N:36]([CH2:35][CH:30]1[CH2:29][CH2:28][C:27]2[C:32](=[CH:33][CH:34]=[C:25]([O:24][CH2:23][C:22]3[CH:21]=[CH:20][C:19]([NH:18][C:1](=[O:10])[C:2]4[CH:7]=[CH:6][CH:5]=[CH:4][C:3]=4[O:8][CH3:9])=[CH:40][CH:39]=3)[CH:26]=2)[CH2:31]1)[CH3:37] |f:3.4.5|. Reported procedure: o-Anisoyl chloride (0.15 ml) was added dropwise to pyridine solution (4 ml) of 6-[(4-aminobenzyl)oxy]-2-[(N,N-dimethylamino)methyl]tetralin (200 mg) under ice-cooling, which was stirred at room temperature for 30 minutes. 10% aqueous potassium carbonate solution was added to the reaction mixture, and extraction was conducted using ethyl acetate. The organic layer was washed with water and saturated aqueous sodium chloride solution, dried, and then concentrated. The residue was purified using alu... Reactants: ICCCOC1=CC=C(C=C1)OCCCI (1,4-bis(3-iodopropyloxy)benzene), CCC(CC(CC)=O)=O (3,5-heptanedione), [H-].[Li+] (lithium hydride). Solvent: CN(C=O)C (dimethylformamide), CN(C=O)C (dimethylformamide). Run at time 1 hour. The product is C(CC)(=O)C(CCCOC1=CC=C(C=C1)OCCCC(C(CC)=O)C(CC)=O)C(CC)=O (1,4-bis(4,4-dipropionylbutyloxy)benzene). The yield is 15.9%. Reaction SMILES: [CH3:1][CH2:2][C:3](=[O:9])[CH2:4][C:5](=[O:8])[CH2:6][CH3:7].[H-].[Li+].I[CH2:13][CH2:14][CH2:15][O:16][C:17]1[CH:22]=[CH:21][C:20]([O:23][CH2:24][CH2:25][CH2:26]I)=[CH:19][CH:18]=1>CN(C)C=O>[C:5]([CH:4]([C:3](=[O:9])[CH2:2][CH3:1])[CH2:13][CH2:14][CH2:15][O:16][C:17]1[CH:22]=[CH:21][C:20]([O:23][CH2:24][CH2:25][CH2:26][CH:4]([C:3](=[O:9])[CH2:2][CH3:1])[C:5](=[O:8])[CH2:6][CH3:7])=[CH:19][CH:18]=1)(=[O:8])[CH2:6][CH3:7] |f:1.2|. Procedure details: A solution of 16.1 g (0.126 m) of 3,5-heptanedione in 50 ml of dimethylformamide was added during 15 minutes to a stirred suspension of 1.2 g of lithium hydride in 100 ml of dimethylformamide. The mixture was stirred one hour at room temperature and then a solution of 27.6 g (0.0619 m) of 1,4-bis(3-iodopropyloxy)benzene in 100 ml of dimethylformaide was added. The reaction mixture was heated at 60°-70° C. for about 16 hours and then concentrated in vacuo. The residue was distilled to remove vola... Starting materials: N#Cc1ccccc1Br, CCO, Cc1ccccc1, Cc1ccc(B(O)O)cc1, [Na+], [Na+], O=C([O-])[O-], OO, [Pd], c1ccc(P(c2ccccc2)c2ccccc2)cc1, c1ccc(P(c2ccccc2)c2ccccc2)cc1, c1ccc(P(c2ccccc2)c2ccccc2)cc1, c1ccc(P(c2ccccc2)c2ccccc2)cc1. Yields the product Cc1ccc(-c2ccccc2C#N)cc1. As a reaction SMILES: [Br:1][c:2]1[c:3]([C:4]#[N:5])[cH:6][cH:7][cH:8][cH:9]1.[CH3:105][CH2:106][OH:107].[CH3:108][c:109]1[cH:110][cH:111][cH:112][cH:113][cH:114]1.[CH3:10][c:11]1[cH:12][cH:13][c:14]([B:17]([OH:18])[OH:19])[cH:15][cH:16]1.[Na+:20].[Na+:21].[O-:22][C:23](=[O:24])[O-:25].[OH:26][OH:27].[Pd:28].[c:29]1([P:30]([c:31]2[cH:32][cH:33][cH:34][cH:35][cH:36]2)[c:37]2[cH:38][cH:39][cH:40][cH:41][cH:42]2)[cH:43][cH:44][cH:45][cH:46][cH:47]1.[c:48]1([P:49]([c:50]2[cH:51][cH:52][cH:53][cH:54][cH:55]2)[c:56]2[cH:57][cH:58][cH:59][cH:60][cH:61]2)[cH:62][cH:63][cH:64][cH:65][cH:66]1.[c:67]1([P:68]([c:69]2[cH:70][cH:71][cH:72][cH:73][cH:74]2)[c:75]2[cH:76][cH:77][cH:78][cH:79][cH:80]2)[cH:81][cH:82][cH:83][cH:84][cH:85]1.[c:86]1([P:87]([c:88]2[cH:89][cH:90][cH:91][cH:92][cH:93]2)[c:94]2[cH:95][cH:96][cH:97][cH:98][cH:99]2)[cH:100][cH:101][cH:102][cH:103][cH:104]1>>[c:2]1(-[c:14]2[cH:13][cH:12][c:11]([CH3:10])[cH:16][cH:15]2)[c:3]([C:4]#[N:5])[cH:6][cH:7][cH:8][cH:9]1.